From a dataset of the Open Reaction Database (ORD), a public repository of structured organic reaction records. describe an organic reaction: reactants, conditions, products, and yield The reactants are C1CCC2=NCCCN2CC1 (DBU), FC=1C=CC(=NC1)NC1=CC2=C(C=N1)C=C(N2S(=O)(=O)C)C=2C=NN(C2)C(=O)OC(C)(C)C (tert-butyl 4-(6-(5-fluoropyridin-2-ylamino)-1-(methylsulfonyl)-1H-pyrrolo[3,2-c]pyridin-2-yl)-1H-pyrazole-1-carboxylate). Run in CN(C)C=O (DMF), O (water). Reaction conditions: temperature 100 celsius, time 1 hour. The product is FC=1C=CC(=NC1)NC1=CC2=C(C=N1)C=C(N2)C=2C=NNC2 (N-(5-fluoropyridin-2-yl)-2-(1H-pyrazol-4-yl)-1H-pyrrolo[3,2-c]pyridin-6-amine). The yield is 66.1%. Reaction SMILES: C1CCN2C(=NCCC2)CC1.[F:12][C:13]1[CH:14]=[CH:15][C:16]([NH:19][C:20]2[N:25]=[CH:24][C:23]3[CH:26]=[C:27]([C:33]4[CH:34]=[N:35][N:36](C(OC(C)(C)C)=O)[CH:37]=4)[N:28](S(C)(=O)=O)[C:22]=3[CH:21]=2)=[N:17][CH:18]=1>CN(C=O)C.O>[F:12][C:13]1[CH:14]=[CH:15][C:16]([NH:19][C:20]2[N:25]=[CH:24][C:23]3[CH:26]=[C:27]([C:33]4[CH:37]=[N:36][NH:35][CH:34]=4)[NH:28][C:22]=3[CH:21]=2)=[N:17][CH:18]=1. Procedure: DBU (10.8 μL, 0.072 mmol) was added to a solution of tert-butyl 4-(6-(5-fluoropyridin-2-ylamino)-1-(methylsulfonyl)-1H-pyrrolo[3,2-c]pyridin-2-yl)-1H-pyrazole-1-carboxylate (Preparation 54, 17 mg, 0.036 mmol) in DMF (240 μL). The reaction mixture was stirred for 1 hour at 50° C. and for 1 hour at 100° C. The reaction mixture was diluted with water and the aqueous layer was extracted with EtOAc. The combined organic layers were dried over MgSO4, filtered and concentrated under reduced pressure. T... Product: OC1=CC=C(OC(C(=O)OCC)C)C=C1 (ethyl 2-(4-hydroxyphenoxy)-propionate). RXN SMILES: [OH:1][C:2]1[CH:13]=[CH:12][C:5]([O:6][CH:7]([CH3:11])[C:8]([OH:10])=[O:9])=[CH:4][CH:3]=1.[CH2:14](O)[CH3:15].S(=O)(=O)(O)O>C(Cl)CCl>[OH:1][C:2]1[CH:3]=[CH:4][C:5]([O:6][CH:7]([CH3:11])[C:8]([O:10][CH2:14][CH3:15])=[O:9])=[CH:12][CH:13]=1. Solvent: C(CCl)Cl (ethylene dichloride). The reactants are OC1=CC=C(OC(C(=O)O)C)C=C1 (2-(4-hydroxyphenoxy)propionic acid), C(C)O (ethanol), S(O)(O)(=O)=O (sulfuric acid). Reported procedure: 2-(4-hydroxyphenoxy)propionic acid (9.0 g), ethanol (15 ml) and concentrated sulfuric acid (0.5 ml) were added to ethylene dichloride (40 ml) and the mixture was heated under reflux overnight. The reaction mixture was cooled to room temperature and the ethylene dichloride layer was separated and washed twice with water and twice with aqueous 2% NaHCO3. The organic fraction was dried over sodium sulfate and the solvent was removed by distillation under reduced pressure to give the product, ethyl ... Starting materials: C(=O)(O)C=1C=NN(C1C)C1=C(C=C(C=C1Cl)C(F)(F)F)Cl (4-carboxy-5-methyl-1-(2,6-dichloro-4-trifluoromethylphenyl)-1H-pyrazole), S(=O)(Cl)Cl (thionyl chloride), S(=O)(=O)(N)N (sulfamide). Solvent: S1(=O)(=O)CCCC1 (sulfolane). Product: C(#N)C=1C=NN(C1C)C1=C(C=C(C=C1Cl)C(F)(F)F)Cl (4-cyano-5-methyl-1-(2,6-dichloro-4-trifluoromethylphenyl)-1H-pyrazole). Isolated yield 97.8%. As a reaction SMILES: [C:1]([C:4]1[CH:5]=[N:6][N:7]([C:10]2[C:15]([Cl:16])=[CH:14][C:13]([C:17]([F:20])([F:19])[F:18])=[CH:12][C:11]=2[Cl:21])[C:8]=1[CH3:9])(O)=O.S(Cl)(Cl)=O.S(N)([NH2:29])(=O)=O>S1(CCCC1)(=O)=O>[C:1]([C:4]1[CH:5]=[N:6][N:7]([C:10]2[C:15]([Cl:16])=[CH:14][C:13]([C:17]([F:20])([F:19])[F:18])=[CH:12][C:11]=2[Cl:21])[C:8]=1[CH3:9])#[N:29]. Procedure: By the method of Example 5, Step C, 117.0 g (0.3451 mole) of 4-carboxy-5-methyl-1-(2,6-dichloro-4-trifluoromethylphenyl)-1H-pyrazole was reacted with 205.3 g (1.73 moles) of thionyl chloride and 45.1 g (0.47 mole) of sulfamide in 390 mL of sulfolane, yielding 108 g of 4-cyano-5-methyl-1-(2,6-dichloro-4-trifluoromethylphenyl)-1H-pyrazole. The nmr spectrum was consistent with the proposed structure.